This data is from the Open Reaction Database (ORD), a public repository of structured organic reaction records. The task is: describe an organic reaction: reactants, conditions, products, and yield Run at time 8 hour. The reactants are NC1=CC(=CC(=N1)C(=O)N1CCOCC1)C(C)(C)C ((6-amino-4-tert-butyl-pyridin-2-yl)-morpholin-4-yl-methanone), solution, CO (MeOH). Isolated yield 35.1%. As a reaction SMILES: [NH2:1][C:2]1[N:7]=[C:6]([C:8]([N:10]2[CH2:15][CH2:14][O:13][CH2:12][CH2:11]2)=O)[CH:5]=[C:4]([C:16]([CH3:19])([CH3:18])[CH3:17])[CH:3]=1.CO>C1COCC1>[C:16]([C:4]1[CH:5]=[C:6]([CH2:8][N:10]2[CH2:15][CH2:14][O:13][CH2:12][CH2:11]2)[N:7]=[C:2]([NH2:1])[CH:3]=1)([CH3:19])([CH3:17])[CH3:18]. Reported procedure: Suspend (6-amino-4-tert-butyl-pyridin-2-yl)-morpholin-4-yl-methanone (6.02 g, 22.86 mmol) in 40 mL anhydrous THF. Add 2 M solution of BH3-Me2S complex in THF (34.3 mL, 68.6 mmol, 3 eq) dropwise at room temperature. On BH3-Me2S/THF solution addition, the suspension turns clear and bright yellow after complete addition. Stir overnight at room temperature under nitrogen atmosphere. Carefully quench reaction with slow addition of MeOH (24 mL), stir 3 hours at 60° C. and concentrate in vacuo. Purify ... Solvent: C1CCOC1 (THF), C1CCOC1 (THF). The product is C(C)(C)(C)C1=CC(=NC(=C1)CN1CCOCC1)N (4-tert-Butyl-6-morpholin-4-ylmethyl-pyridin-2-ylamine).